Dataset: the Open Reaction Database (ORD), a public repository of structured organic reaction records. Task: describe an organic reaction: reactants, conditions, products, and yield The reactants are BrC=1C=CC(=C(C=O)C1)F (5-Bromo-2-fluorobenzaldehyde), C1(=CC=CC=C1)C (toluene), O.CC1=CC=C(C=C1)S(=O)(=O)O (4-methylbenzenesulfonic acid hydrate), C(CO)O (ethylene glycol). The solvent is CCOC(=O)C (EtOAc). The product is BrC=1C=CC(=C(C1)C1OCCO1)F (2-(5-bromo-2-fluorophenyl)-1,3-dioxolane). Reaction SMILES: [Br:1][C:2]1[CH:3]=[CH:4][C:5]([F:10])=[C:6]([CH:9]=1)[CH:7]=[O:8].O.CC1C=CC(S(O)(=O)=O)=CC=1.[CH2:23](O)[CH2:24][OH:25].C1(C)C=CC=CC=1>CCOC(C)=O>[Br:1][C:2]1[CH:3]=[CH:4][C:5]([F:10])=[C:6]([CH:7]2[O:25][CH2:24][CH2:23][O:8]2)[CH:9]=1 |f:1.2|. Procedure details: 5-Bromo-2-fluorobenzaldehyde (14.6 mL, 0.123 mol, Avocado) is combined with 4-methylbenzenesulfonic acid hydrate (2.34 g, 12.0 mmol, Aldrich), ethylene glycol (13.7 mL, 0.25 mol, Mallinkrodt) and toluene (75 mL). The mixture is heated to reflux overnight. The resulting solution is diluted into EtOAc (100 mL) and washed 2× with saturated NaHCO3, 1× with water and 1× with brine (170 mL ea). The organic layer is dried over Na2SO4 and filtered. The solvent is removed by rotary evaporation and the pr... Starting materials: C(C)N1N=CC(=N1)CN1C(N(C(C2=C1C=C(S2)C2=CC=CC=C2)=O)C2CCN(CC2)C(=O)OC(C)(C)C)=O (tert-butyl 4-{1-[(2-ethyl-2H-1,2,3-triazol-4-yl)methyl]-2,4-dioxo-6-phenyl-1,4-dihydrothieno[3,2-d]pyrimidin-3(2H)-yl}piperidine-1-carboxylate), FC(C(=O)O)(F)F (trifluoroacetic acid). The solvent is C(Cl)Cl (DCM). The product is FC(C(=O)O)(F)F.C(C)N1N=CC(=N1)CN1C(N(C(C2=C1C=C(S2)C2=CC=CC=C2)=O)C2CCNCC2)=O (1-[(2-Ethyl-2H-1,2,3-triazol-4-yl)methyl]-6-phenyl-3-(piperidin-4-yl)thieno[3,2-d]pyrimidine-2,4(1H,3H)-dione trifluoroacetate). RXN SMILES: [CH2:1]([N:3]1[N:7]=[C:6]([CH2:8][N:9]2[C:14]3[CH:15]=[C:16]([C:18]4[CH:23]=[CH:22][CH:21]=[CH:20][CH:19]=4)[S:17][C:13]=3[C:12](=[O:24])[N:11]([CH:25]3[CH2:30][CH2:29][N:28](C(OC(C)(C)C)=O)[CH2:27][CH2:26]3)[C:10]2=[O:38])[CH:5]=[N:4]1)[CH3:2].[F:39][C:40]([F:45])([F:44])[C:41]([OH:43])=[O:42]>C(Cl)Cl>[F:39][C:40]([F:45])([F:44])[C:41]([OH:43])=[O:42].[CH2:1]([N:3]1[N:7]=[C:6]([CH2:8][N:9]2[C:14]3[CH:15]=[C:16]([C:18]4[CH:23]=[CH:22][CH:21]=[CH:20][CH:19]=4)[S:17][C:13]=3[C:12](=[O:24])[N:11]([CH:25]3[CH2:30][CH2:29][NH:28][CH2:27][CH2:26]3)[C:10]2=[O:38])[CH:5]=[N:4]1)[CH3:2] |f:3.4|. Reported procedure: A solution of tert-butyl 4-{1-[(2-ethyl-2H-1,2,3-triazol-4-yl)methyl]-2,4-dioxo-6-phenyl-1,4-dihydrothieno[3,2-d]pyrimidin-3(2H)-yl}piperidine-1-carboxylate (2.10 g; compound B21) in DCM (50 ml) is reacted with trifluoroacetic acid (10 ml) according to the procedure described in example B43 to afford the title compound as a solid. Starting materials: C(C)(C)(C)OC(=O)N1CCC(CC1)=O (N-tert-Butoxycarbonyl-4-piperidone), BrBr (bromine). Reagents/catalysts: [Cl-].[Al+3].[Cl-].[Cl-] (aluminum chloride). The solvent is C(C)(=O)OCC (ethyl acetate), C1CCOC1 (THF), CCOCC (ether). Reaction conditions: time 24 hour. Yields the product C(C)(C)(C)OC(=O)N1CC(C(CC1)=O)Br (N-tert-butoxycarbonyl-3-bromo-4-piperidone). Yield: 42.9%. RXN SMILES: [C:1]([O:5][C:6]([N:8]1[CH2:13][CH2:12][C:11](=[O:14])[CH2:10][CH2:9]1)=[O:7])([CH3:4])([CH3:3])[CH3:2].[Br:15]Br>C1COCC1.CCOCC.C(OCC)(=O)C.[Cl-].[Al+3].[Cl-].[Cl-]>[C:1]([O:5][C:6]([N:8]1[CH2:9][CH2:10][C:11](=[O:14])[CH:12]([Br:15])[CH2:13]1)=[O:7])([CH3:4])([CH3:2])[CH3:3] |f:5.6.7.8|. Procedure: N-tert-Butoxycarbonyl-4-piperidone (5.67 g, 28.5 mol) is dissolved in a mixture of dry THF (50 ml) and dry ether (50 ml), and thereto is added anhydrous aluminum chloride (57 mg). To the mixture is gradually added dropwise bromine (1.47 ml, 28.5 mmol) at 0° C., and the mixture is allowed to stand at 5° C. for 24 hours. The resulting reaction solution is diluted with ethyl acetate, and the mixture is washed with a saturated aqueous sodium chloride solution, dried over sodium sulfate, and the solv... Procedure details: In THF (30 ml) were added N-(2-hydroxyethyl)piperazine (500 mg, 3.84 mmol), a solution of formaldehyde (3117 mg, 38.41 mmol) and sodium cyanoborohydride (1207 mg, 19.20 mmol). The mixture was heated up to 50° C. overnight under stirring. After cooling some water was added and the mixture was extracted with DCM (3×). The organic layers were dried over MgSO4 and evaporated. The residue was purified over a silica plug with DCM/MeOH 9:1 as eluant to afford an oil (370 mg, Y=67%). 1H NMR (DMSO-d6) δ ... Reaction conditions: temperature 50 celsius. The solvent is C1CCOC1 (THF). The reactants are O (water), C=O (formaldehyde), C(#N)[BH3-].[Na+] (sodium cyanoborohydride), OCCN1CCNCC1 (N-(2-hydroxyethyl)piperazine). Yields the product CN1CCN(CC1)CCO (2-(4-methylpiperazin-1-yl)ethanol). RXN SMILES: [OH:1][CH2:2][CH2:3][N:4]1[CH2:9][CH2:8][NH:7][CH2:6][CH2:5]1.C=O.[C:12]([BH3-])#N.[Na+].O>C1COCC1>[CH3:12][N:7]1[CH2:8][CH2:9][N:4]([CH2:3][CH2:2][OH:1])[CH2:5][CH2:6]1 |f:2.3|. Starting materials: C(CC)(=O)N1C(OC2=C1C=CC=C2)=O (N-propionyl-2-benzoxazolinone), C(CCCC)=O (pentanal). The product is C[C@@H](C(=O)N1C(OC2=C1C=CC=C2)=O)[C@H](CCCC)O ((±)-N-[(2R*,3S*)-(2-methyl-3-hydroxyheptanoyl)]-2-benzoxazolone). Reaction SMILES: [C:1]([N:5]1[C:9]2[CH:10]=[CH:11][CH:12]=[CH:13][C:8]=2[O:7][C:6]1=[O:14])(=[O:4])[CH2:2][CH3:3].[CH:15](=[O:20])[CH2:16][CH2:17][CH2:18][CH3:19]>>[CH3:3][C@H:2]([C@@H:15]([OH:20])[CH2:16][CH2:17][CH2:18][CH3:19])[C:1]([N:5]1[C:9]2[CH:10]=[CH:11][CH:12]=[CH:13][C:8]=2[O:7][C:6]1=[O:14])=[O:4]. Procedure: This compound was prepared according to the method of paragraph C by reaction of N-propionyl-2-benzoxazolinone with pentanal. The reactants are CI, CN(C)C=O, [K+], [K+], O=C([O-])[O-], O=C1CCc2cc(O)ccc2N1. Product: COc1ccc2c(c1)CCC(=O)N2. RXN SMILES: [CH3:19][I:20].[CH3:21][N:22]([CH3:23])[CH:24]=[O:25].[K+:13].[K+:14].[O-:15][C:16]([O-:17])=[O:18].[OH:1][c:2]1[cH:3][c:4]2[c:9]([cH:10][cH:11]1)[NH:8][C:7](=[O:12])[CH2:6][CH2:5]2>>[O:1]([c:2]1[cH:3][c:4]2[c:9]([cH:10][cH:11]1)[NH:8][C:7](=[O:12])[CH2:6][CH2:5]2)[CH3:16]. The reactants are C1=NC=CC2=C(C=CC=C12)SC=1C=CC(=C(N)C1)[N+](=O)[O-] (5-(5-isoquinolylsulfanyl)-2-nitroaniline), S(O)(O)(=O)=O (sulfuric acid), OOS(=O)[O-].[K+] (OXONE), ( b ), [OH-].[Na+] (sodium hydroxide). Run in O (Water). Conditions: time 30 minute. The product is C1=NC=CC2=C(C=CC=C12)S(=O)(=O)C=1C=CC(=C(N)C1)[N+](=O)[O-] (5-(5-isoquinolylsulfonyl)-2-nitroaniline). As a reaction SMILES: [CH:1]1[C:10]2[C:5](=[C:6]([S:11][C:12]3[CH:13]=[CH:14][C:15]([N+:19]([O-:21])=[O:20])=[C:16]([CH:18]=3)[NH2:17])[CH:7]=[CH:8][CH:9]=2)[CH:4]=[CH:3][N:2]=1.S(=O)(=O)(O)[OH:23].OOS([O-])=O.[K+].[OH-:33].[Na+]>O>[CH:1]1[C:10]2[C:5](=[C:6]([S:11]([C:12]3[CH:13]=[CH:14][C:15]([N+:19]([O-:21])=[O:20])=[C:16]([CH:18]=3)[NH2:17])(=[O:23])=[O:33])[CH:7]=[CH:8][CH:9]=2)[CH:4]=[CH:3][N:2]=1 |f:2.3,4.5|. Procedure details: According to the method in (b) method of Example 2, a mixture of 5-(5-isoquinolylsulfanyl)-2-nitroaniline 5.00 g (16.8 mmol), concentrated sulfuric acid 50 ml and OXONE (trademark) 20.70 g (33.7 mmol) was stirred at room temperature for 30 minutes. Water was added to the reaction mixture, the solution was neutralized with an aqueous 4N sodium hydroxide solution, the precipitates were collected and washed with water then with ether to give 5-(5-isoquinolylsulfonyl)-2-nitroaniline 5.54 g (quantita...